This data is from the Open Reaction Database (ORD), a public repository of structured organic reaction records. The task is: describe an organic reaction: reactants, conditions, products, and yield Starting materials: Cc1cc2ncc(Br)cn2n1, C#Cc1ccc(C)cc1. Yields the product Cc1ccc(C#Cc2cnc3cc(C)nn3c2)cc1. RXN SMILES: [Br:1][c:2]1[cH:3][n:4][c:5]2[n:6]([cH:7]1)[n:8][c:9]([CH3:11])[cH:10]2.[C:12](#[CH:13])[c:14]1[cH:15][cH:16][c:17]([CH3:20])[cH:18][cH:19]1>>[c:2]1([C:13]#[C:12][c:14]2[cH:15][cH:16][c:17]([CH3:20])[cH:18][cH:19]2)[cH:3][n:4][c:5]2[n:6]([cH:7]1)[n:8][c:9]([CH3:11])[cH:10]2. Starting materials: CC1=NOC(=C1CN1N=CC(=C1)N1C(NCC1=O)=O)C (3-(1-((3,5-dimethylisoxazol-4-yl)methyl)-1H-pyrazol-4-yl)imidazolidine-2,4-dione), ClCC=1C(=NOC1C)C (4-(chloromethyl)-3,5-dimethylisoxazole). Product: CC1=NOC(=C1CN1C(N(C(C1)=O)C=1C=NN(C1)CC=1C(=NOC1C)C)=O)C (1-((3,5-dimethylisoxazol-4-yl)methyl)-3-(1-((3,5-dimethylisoxazol-4-yl)methyl)-1H-pyrazol-4-yl)imidazolidine-2,4-dione). Isolated yield 50.0%. Reaction SMILES: [CH3:1][C:2]1[C:6]([CH2:7][N:8]2[CH:12]=[C:11]([N:13]3[C:17](=[O:18])[CH2:16][NH:15][C:14]3=[O:19])[CH:10]=[N:9]2)=[C:5]([CH3:20])[O:4][N:3]=1.Cl[CH2:22][C:23]1[C:24]([CH3:29])=[N:25][O:26][C:27]=1[CH3:28]>>[CH3:29][C:24]1[C:23]([CH2:22][N:15]2[CH2:16][C:17](=[O:18])[N:13]([C:11]3[CH:10]=[N:9][N:8]([CH2:7][C:6]4[C:2]([CH3:1])=[N:3][O:4][C:5]=4[CH3:20])[CH:12]=3)[C:14]2=[O:19])=[C:27]([CH3:28])[O:26][N:25]=1. Procedure: Prepared as in Example 10-5 from 3-(1-((3,5-dimethylisoxazol-4-yl)methyl)-1H-pyrazol-4-yl)imidazolidine-2,4-dione and 4-(chloromethyl)-3,5-dimethylisoxazole. Yield: 50%. 1H NMR (CDCl3, 400 MHz): 2.19 (s, 3H), 2.27 (s, 3H), 2.43-2.42 (d, J=5.2 Hz, 6H), 3.82 (s, 2H), 4.40 (s, 2H), 5.05 (s, 2H), 7.92 (s, 1H), 8.05 (s, 1H). The title compound was shown to inhibit hT2R08 bitter receptor and had an IC50 of 0.04 μM. Product: N1C(=NC2=C1C=CC=C2)N (1H-benzimidazol-2-amine). As a reaction SMILES: FC1C=CC(C[N:9]2[C:13]3[CH:14]=[CH:15][CH:16]=[CH:17][C:12]=3[N:11]=[C:10]2[NH:18]C2CCNCC2)=CC=1.C(O)(=O)C.CC1N=C2C=CC=CN2C=1.[OH-].[Na+]>O>[NH:9]1[C:13]2[CH:14]=[CH:15][CH:16]=[CH:17][C:12]=2[N:11]=[C:10]1[NH2:18] |f:3.4|. Conditions: temperature 50 celsius, time 2 hour. Solvent: O (water). Procedure: To a stirred and cooled (0° C.) mixture of 3.8 parts of poly(oxymethylene) 37%, 15.5 parts of 1-[(4-fluorophenyl)methyl]-N-(4-piperidinyl)-1H-benzimidazol-2-amine and 7 parts of glacial acetic acid were added 6.5 parts of 2-methylimidazo[1,2-a]pyridine under nitrogen atmosphere. The whole was heated slowly to 50° C. and stirring was continued at 50° C. for 2 hours. After stirring was continued overnight at room temperature, the reaction mixture was poured into water and the whole was made alkali... Reactants: O(C[*:2])[*:1] (poly(oxymethylene)), FC1=CC=C(C=C1)CN1C(=NC2=C1C=CC=C2)NC2CCNCC2 (1-[(4-fluorophenyl)methyl]-N-(4-piperidinyl)-1H-benzimidazol-2-amine), C(C)(=O)O (acetic acid), CC=1N=C2N(C=CC=C2)C1 (2-methylimidazo[1,2-a]pyridine), [OH-].[Na+] (sodium hydroxide). The reactants are II (iodine), C1(CC1)COC=1C=CC2=CN(N=C2C1)C1=CC=C(C=C1)O[Si](C(C)C)(C(C)C)C(C)C (6-(cyclopropylmethoxy)-2-(4-{[tris(1-methylethyl)silyl]oxy}phenyl)-2H-indazole), C(C)(C)[N-]C(C)C.[Li+] (lithiumdiisopropylamide), S(=S)(=O)([O-])[O-].[Na+].[Na+] (sodium thiosulfate). Solvent: C1CCOC1 (THF), C1CCOC1 (THF), C1CCOC1 (THF). Reaction conditions: temperature 0 celsius, time 2 hour. Product: C1(CC1)COC=1C=CC2=C(N(N=C2C1)C1=CC=C(C=C1)O[Si](C(C)C)(C(C)C)C(C)C)I (6-(cyclopropylmethoxy)-3-iodo-2-(4-{[tris(1-methylethyl)silyl]oxy}phenyl)-2H-indazole). Yield: 75.6%. Reaction SMILES: [CH:1]1([CH2:4][O:5][C:6]2[CH:7]=[CH:8][C:9]3[C:13]([CH:14]=2)=[N:12][N:11]([C:15]2[CH:20]=[CH:19][C:18]([O:21][Si:22]([CH:29]([CH3:31])[CH3:30])([CH:26]([CH3:28])[CH3:27])[CH:23]([CH3:25])[CH3:24])=[CH:17][CH:16]=2)[CH:10]=3)[CH2:3][CH2:2]1.C([N-]C(C)C)(C)C.[Li+].[I:40]I.S([O-])([O-])(=O)=S.[Na+].[Na+]>C1COCC1>[CH:1]1([CH2:4][O:5][C:6]2[CH:7]=[CH:8][C:9]3[C:13]([CH:14]=2)=[N:12][N:11]([C:15]2[CH:20]=[CH:19][C:18]([O:21][Si:22]([CH:26]([CH3:28])[CH3:27])([CH:23]([CH3:25])[CH3:24])[CH:29]([CH3:31])[CH3:30])=[CH:17][CH:16]=2)[C:10]=3[I:40])[CH2:2][CH2:3]1 |f:1.2,4.5.6|. Reported procedure: To a solution of 6-(cyclopropylmethoxy)-2-(4-{[tris(1-methylethyl)silyl]oxy}phenyl)-2H-indazole (803 mg) in THF (6 mL) was added dropwise a THF solution (1.11 M, 3.3 mL) of lithiumdiisopropylamide at −78° C. under an argon atmosphere, and the mixture was stirred at 0° C. for 2 hr. To the reaction mixture was added a solution of iodine (933 mg) in THF (3 mL), and the mixture was stirred at 0° C. for 1 hr. To the reaction mixture was added saturated aqueous sodium thiosulfate solution, and the mix... Reactants: [OH-].[Na+] (Sodium hydroxide), C(#N)C1=CC=C2C=C(C(=CC2=C1)NC(C)=O)OC (N-(7-cyano-3-methoxy-naphthalen-2-yl)-acetamide), O (water). Run in C(CO)O (ethylene glycol). Conditions: temperature 195 celsius. The product is NC1=C(C=C2C=CC(=CC2=C1)C(=O)O)OC (7-amino-6-methoxy-naphthalene-2-carboxylic acid). Reaction SMILES: [OH-:1].[Na+].[C:3]([C:5]1[CH:14]=[C:13]2[C:8]([CH:9]=[C:10]([O:19][CH3:20])[C:11]([NH:15]C(=O)C)=[CH:12]2)=[CH:7][CH:6]=1)#N.[OH2:21]>C(O)CO>[NH2:15][C:11]1[CH:12]=[C:13]2[C:8]([CH:7]=[CH:6][C:5]([C:3]([OH:21])=[O:1])=[CH:14]2)=[CH:9][C:10]=1[O:19][CH3:20] |f:0.1|. Procedure details: Sodium hydroxide (0.17 g, 4.17 mmol) was added to a suspension of N-(7-cyano-3-methoxy-naphthalen-2-yl)-acetamide (0.2 g, 0.83 mmol) in ethylene glycol (2 mL) and the resulting mixture was heated at reflux (195° C.) overnight. The reaction mixture was then cooled, water was added and the pH was adjusted to 4. The precipitate was collected by filtration and dried to give 0.156 g of 7-amino-6-methoxy-naphthalene-2-carboxylic acid as a brown solid. MS=218 [M+H]+. The product is Fc1ccc(CNc2nccn2Cc2cc(Cl)cc(Cl)c2)cc1. Starting materials: CC(C)(C)OC(=O)N(Cc1ccc(F)cc1)c1nccn1Cc1cc(Cl)cc(Cl)c1, ClCCl, O=C(O)C(F)(F)F. RXN SMILES: [C:1]([O:2][C:3](=[O:4])[N:7]([CH2:8][c:9]1[cH:10][cH:11][c:12]([F:15])[cH:13][cH:14]1)[c:16]1[n:17]([CH2:21][c:22]2[cH:23][c:24]([Cl:29])[cH:25][c:26]([Cl:28])[cH:27]2)[cH:18][cH:19][n:20]1)([CH3:5])([CH3:6])[CH3:30].[Cl:38][CH2:39][Cl:40].[OH:31][C:32]([C:33]([F:34])([F:35])[F:36])=[O:37]>>[NH:7]([CH2:8][c:9]1[cH:10][cH:11][c:12]([F:15])[cH:13][cH:14]1)[c:16]1[n:17]([CH2:21][c:22]2[cH:23][c:24]([Cl:29])[cH:25][c:26]([Cl:28])[cH:27]2)[cH:18][cH:19][n:20]1. Reactants: ClC1=C(C=C2C(C(=CN(C2=C1)C1CC1)C(=O)O)=O)F (7-chloro-1-cyclopropyl-6-fluoro-1,4-dihydro-4-oxo-3-quinolinecarboxylic acid), C(=C)C1CNCCN1 (3-ethenylpiperazine). Run in N1=CC=CC=C1 (pyridine). Conditions: temperature 140 celsius. Yields the product C1(CC1)N1C=C(C(C2=CC(=C(C=C12)N1CC(NCC1)C=C)F)=O)C(=O)O (1-Cyclopropyl-7-(3-ethenyl-1-piperazinyl)-6-fluoro-1,4-dihydro-4-oxo-3-quinolinecarboxylic acid). The yield is 12.7%. RXN SMILES: Cl[C:2]1[CH:11]=[C:10]2[C:5]([C:6](=[O:18])[C:7]([C:15]([OH:17])=[O:16])=[CH:8][N:9]2[CH:12]2[CH2:14][CH2:13]2)=[CH:4][C:3]=1[F:19].[CH:20]([CH:22]1[NH:27][CH2:26][CH2:25][NH:24][CH2:23]1)=[CH2:21]>N1C=CC=CC=1>[CH:12]1([N:9]2[C:10]3[C:5](=[CH:4][C:3]([F:19])=[C:2]([N:24]4[CH2:25][CH2:26][NH:27][CH:22]([CH:20]=[CH2:21])[CH2:23]4)[CH:11]=3)[C:6](=[O:18])[C:7]([C:15]([OH:17])=[O:16])=[CH:8]2)[CH2:14][CH2:13]1. Procedure: A mixture of 1.3 g of 7-chloro-1-cyclopropyl-6-fluoro-1,4-dihydro-4-oxo-3-quinolinecarboxylic acid, 1.9 g of 3-ethenylpiperazine and 15 ml of pyridine is heated at 140° C. in a pressure bottle for 18 hours and then purified as described in Example 101, giving 210 mg of the desired product. The reactants are ClC1=CC=C(C=C1)CC(CC#N)=O (4-(4-chloro-phenyl)-3-oxo-butyronitrile), CNN (N-methylhydrazine). The solvent is C(C)O (ethanol). Run at time 4 day. The product is ClC1=CC=C(CC2=NN(C(=C2)N)C)C=C1 (3-(4-Chlorobenzyl)-1-methyl-1H-pyrazol-5-ylamine). The yield is 84.8%. As a reaction SMILES: [Cl:1][C:2]1[CH:7]=[CH:6][C:5]([CH2:8][C:9](=O)[CH2:10][C:11]#[N:12])=[CH:4][CH:3]=1.[CH3:14][NH:15][NH2:16]>C(O)C>[Cl:1][C:2]1[CH:7]=[CH:6][C:5]([CH2:8][C:9]2[CH:10]=[C:11]([NH2:12])[N:15]([CH3:14])[N:16]=2)=[CH:4][CH:3]=1. Procedure details: A solution of 4-(4-chloro-phenyl)-3-oxo-butyronitrile (200 mg, 1 mmol, 1.0 equiv) and N-methylhydrazine (153 mg, 3.32 mmol, 3.2 equiv) in 4 mL of ethanol was heated at 100° C. in a sealed tube. After 4 d, the reaction mixture was cooled to ambient temperature and concentrated in vacuo. The residue was purified via automated flash chromatography (40 g SiO2, gradient from hexanes to ethyl acetate) to afford the product as a yellow solid (188 mg, 80%). Starting materials: Example 1 ( 4 ), C1(CCCCC1)C(OC1=CC=C(C(=O)O)C=C1)C1=C(OC(=C1)C1=C(C=C(C=C1)F)F)C (4-{cyclohexyl[5-(2,4-difluorophenyl)-2-methyl-3-furyl]methoxy}benzoic acid), CNCCC(=O)OCC (ethyl 3-(methylamino)propanoate). The product is C1(CCCCC1)C(OC1=CC=C(C(=O)N(CCC(=O)O)C)C=C1)C1=C(OC(=C1)C1=C(C=C(C=C1)F)F)C (3-[(4-{cyclohexyl[5-(2,4-difluorophenyl)-2-methyl-3-furyl]methoxy}benzoyl)(methyl)amino]propanoic acid). The yield is 94.7%. RXN SMILES: [CH:1]1([CH:7]([C:18]2[CH:22]=[C:21]([C:23]3[CH:28]=[CH:27][C:26]([F:29])=[CH:25][C:24]=3[F:30])[O:20][C:19]=2[CH3:31])[O:8][C:9]2[CH:17]=[CH:16][C:12]([C:13](O)=[O:14])=[CH:11][CH:10]=2)[CH2:6][CH2:5][CH2:4][CH2:3][CH2:2]1.[CH3:32][NH:33][CH2:34][CH2:35][C:36]([O:38]CC)=[O:37]>>[CH:1]1([CH:7]([C:18]2[CH:22]=[C:21]([C:23]3[CH:28]=[CH:27][C:26]([F:29])=[CH:25][C:24]=3[F:30])[O:20][C:19]=2[CH3:31])[O:8][C:9]2[CH:17]=[CH:16][C:12]([C:13]([N:33]([CH3:32])[CH2:34][CH2:35][C:36]([OH:38])=[O:37])=[O:14])=[CH:11][CH:10]=2)[CH2:6][CH2:5][CH2:4][CH2:3][CH2:2]1. Procedure: An operation similar to that in Example 1 (4) was performed using 4-{cyclohexyl[5-(2,4-difluorophenyl)-2-methyl-3-furyl]methoxy}benzoic acid (235 mg) as well as ethyl 3-(methylamino)propanoate (86 mg) to give the title compound (267 mg, 95%) as an amorphous compound. Starting materials: C1(CC1)S(=O)(=O)Cl (cyclopropanesulfonyl chloride), C(C)(=O)OCC (ethyl acetate), TEA, FC1=C(C=2C=COC2C2=C1N(C(N2)=O)C2=C(C=C(C=C2)I)F)F (4,5-difluoro-3-(2-fluoro-4-iodophenyl)-1H-benzofuro[6,7-d]imidazol-2(3H)-one). The reagents and catalysts are CN(C)C=1C=CN=CC1 (DMAP). Run in CCCCCC (hexane), C(Cl)Cl (DCM). Reaction conditions: temperature 30 celsius, time 3 hour. The product is C1(CC1)S(=O)(=O)[IH]C1=CC(=C(C=C1)N1C(NC2=C1C(=C(C=1C=COC12)F)F)=O)F (I-(Cyclopropylsulfonyl)-4,5-difluoro-3-(2-fluoro-4-iodophenyl)-1H-benzofuro-[6,7-d]imidazol-2(3H)-one). Isolated yield 50.1%. RXN SMILES: [F:1][C:2]1[C:10]2[N:11]([C:15]3[CH:20]=[CH:19][C:18]([I:21])=[CH:17][C:16]=3[F:22])[C:12](=[O:14])[NH:13][C:9]=2[C:8]2[O:7][CH:6]=[CH:5][C:4]=2[C:3]=1[F:23].[CH:24]1([S:27](Cl)(=[O:29])=[O:28])[CH2:26][CH2:25]1.C(OCC)(=O)C>C(Cl)Cl.CN(C1C=CN=CC=1)C.CCCCCC>[CH:24]1([S:27]([IH:21][C:18]2[CH:19]=[CH:20][C:15]([N:11]3[C:10]4[C:2]([F:1])=[C:3]([F:23])[C:4]5[CH:5]=[CH:6][O:7][C:8]=5[C:9]=4[NH:13][C:12]3=[O:14])=[C:16]([F:22])[CH:17]=2)(=[O:29])=[O:28])[CH2:26][CH2:25]1. Procedure details: TEA (0.062 mL, 0.4465 mmol) was added to a solution of 4,5-difluoro-3-(2-fluoro-4-iodophenyl)-1H-benzofuro[6,7-d]imidazol-2(3H)-one (I-32a: 0.064 g, 0.1488 mmol) in dry DCM (5 mL) at 0° C. This was followed by the addition of cyclopropanesulfonyl chloride (0.0331 g, 0.222 mmol) and catalytic amount of DMAP. The reaction mass was stirred for 3 hours at 20-40° C. The reaction was monitored by TLC (25% ethyl acetate in hexane). The reaction mass was concentrated under reduced pressure and the conce...